This data is from the Open Reaction Database (ORD), a public repository of structured organic reaction records. The task is: describe an organic reaction: reactants, conditions, products, and yield Starting materials: [Br-], O=C(Cl)Oc1ccc(Oc2ccc(C(F)(F)F)cn2)cc1, [K+], c1cncc(CN2CCNCC2)c1. The product is O=C(Oc1ccc(Oc2ccc(C(F)(F)F)cn2)cc1)N1CCN(Cc2cccnc2)CC1, Cl. As a reaction SMILES: [Br-:35].[Cl:1][C:2](=[O:3])[O:4][c:5]1[cH:6][cH:7][c:8]([O:11][c:12]2[n:13][cH:14][c:15]([C:18]([F:19])([F:20])[F:21])[cH:16][cH:17]2)[cH:9][cH:10]1.[K+:36].[n:22]1[cH:23][c:24]([CH2:28][N:29]2[CH2:30][CH2:31][NH:32][CH2:33][CH2:34]2)[cH:25][cH:26][cH:27]1>>[C:2](=[O:3])([O:4][c:5]1[cH:6][cH:7][c:8]([O:11][c:12]2[n:13][cH:14][c:15]([C:18]([F:19])([F:20])[F:21])[cH:16][cH:17]2)[cH:9][cH:10]1)[N:32]1[CH2:31][CH2:30][N:29]([CH2:28][c:24]2[cH:23][n:22][cH:27][cH:26][cH:25]2)[CH2:34][CH2:33]1.[ClH:1]. Starting materials: FC([C@@H]1CC[C@H](CC1)NC(C1=C(C=C(C(=C1)[N+](=O)[O-])N)F)=O)(F)F (N-(trans-4-trifluoromethyl-cyclohex-1-yl)-2-fluoro-4-amino-5-nitro-benzoic acid amide), FC1=C(C(=O)O)C=C(C(=C1)N)[N+](=O)[O-] (2-fluoro-4-amino-5-nitro-benzoic acid), FC([C@@H]1CC[C@H](CC1)N)(F)F (trans-4-trifluoromethyl-cyclohexylamine). Reagents/catalysts: [Pd] (Pd/C). Yields the product FC([C@@H]1CC[C@H](CC1)NC(C1=C(C=C(C(=C1)N)N)F)=O)(F)F (N-(trans-4-Trifluoromethyl-cyclohex-1-yl)-2-fluoro-4,5-diamino-benzoic acid amide). Reaction SMILES: [F:1][C:2]([F:24])([F:23])[C@H:3]1[CH2:8][CH2:7][C@H:6]([NH:9][C:10](=[O:22])[C:11]2[CH:16]=[C:15]([N+:17]([O-])=O)[C:14]([NH2:20])=[CH:13][C:12]=2[F:21])[CH2:5][CH2:4]1.FC1C=C(N)C([N+]([O-])=O)=CC=1C(O)=O.FC(F)(F)[C@H]1CC[C@H](N)CC1>[Pd]>[F:24][C:2]([F:1])([F:23])[C@H:3]1[CH2:4][CH2:5][C@H:6]([NH:9][C:10](=[O:22])[C:11]2[CH:16]=[C:15]([NH2:17])[C:14]([NH2:20])=[CH:13][C:12]=2[F:21])[CH2:7][CH2:8]1. Procedure details: The subtitle compound is prepared from N-(trans-4-trifluoromethyl-cyclohex-1-yl)-2-fluoro-4-amino-5-nitro-benzoic acid amide (prepared from 2-fluoro-4-amino-5-nitro-benzoic acid, trans-4-trifluoromethyl-cyclohexylamine in analogy to the example 2d) with Pd/C and H2 in analogy to example 1f. Starting materials: CCCCC, CC(C)C1CCC(N2CCC(=O)CC2)CC1, Nc1ccc(F)cc1. Product: CC(C)C1CCC(N2CCC(=Nc3ccc(F)cc3)CC2)CC1. RXN SMILES: [CH3:25][CH2:26][CH2:27][CH2:28][CH3:29].[CH:1]([CH3:2])([CH3:3])[CH:4]1[CH2:5][CH2:6][CH:7]([N:10]2[CH2:11][CH2:12][C:13](=[O:16])[CH2:14][CH2:15]2)[CH2:8][CH2:9]1.[F:17][c:18]1[cH:19][cH:20][c:21]([NH2:22])[cH:23][cH:24]1>>[CH:1]([CH3:2])([CH3:3])[CH:4]1[CH2:5][CH2:6][CH:7]([N:10]2[CH2:11][CH2:12][C:13](=[N:22][c:21]3[cH:20][cH:19][c:18]([F:17])[cH:24][cH:23]3)[CH2:14][CH2:15]2)[CH2:8][CH2:9]1. Yields the product ClC=1C=CC=2C(C1)=NC=1C2OC2=C(N(C1N1CCCCC1)C)C=CC=C2 (3-chloro-7-methyl-6-piperidino-7H-indolo[3,2-b][1,5]benzoxazepine). Starting materials: solution, F[B-](F)(F)F.C(C)[O+](CC)CC (triethyloxonium fluoroborate), ClC1=CC=C2C(=C1)NC1=C2OC2=C(N(C1=O)C)C=CC=C2 (3-chloro-7-methyl-7H-indolo[3,2-b][1,5]benzoxazepine-6(5H)-one). Run in C(Cl)Cl (methylene chloride), C(Cl)Cl (methylene chloride). Reaction SMILES: [Cl:1][C:2]1[CH:7]=[C:6]2[NH:8][C:9]3[C:15](=O)[N:14]([CH3:17])[C:13]4[CH:18]=[CH:19][CH:20]=[CH:21][C:12]=4[O:11][C:10]=3[C:5]2=[CH:4][CH:3]=1.F[B-](F)(F)F.C([O+]([CH2:32][CH3:33])CC)C>C(Cl)Cl>[Cl:1][C:2]1[CH:3]=[CH:4][C:5]2[C:6](=[N:8][C:9]3[C:10]=2[O:11][C:12]2[CH:21]=[CH:20][CH:19]=[CH:18][C:13]=2[N:14]([CH3:17])[C:15]=3[N:8]2[CH2:33][CH2:32][CH2:4][CH2:5][CH2:6]2)[CH:7]=1 |f:1.2|. Procedure details: A solution of 5.0g of 3-chloro-7-methyl-7H-indolo[3,2-b][1,5]benzoxazepine-6(5H)-one in 60ml of methylene chloride was cooled to 15° and treated with 30ml of a 1N solution of triethyloxonium fluoroborate in methylene chloride. The mixture was stirred for 48 hrs. at ambient temperature. The precipitated solid was filtered, washed with methylene chloride and added to 10ml of piperidine, and the clear solution was heated for 8 hrs. on the steam bath. The mixture was diluted with water, and the prec... Run at time 48 hour. Starting materials: [O-]CCCC (butoxide), BrC=1NC(=C(C1C#N)Br)Br (2,4,5-tribromopyrrole-3-carbonitrile), O1CCCC1 (tetrahydrofuran), [K] (Potassium). Conditions: time 30 minute. Product: BrC=1N(C(=C(C1C#N)Br)Br)CC(=O)OCC (Ethyl 2,4,5-Tribromo-3-cyanopyrrole-1-acetate). RXN SMILES: [K].[O-:2][CH2:3][CH2:4]CC.[Br:7][C:8]1[NH:9][C:10]([Br:16])=[C:11]([Br:15])[C:12]=1[C:13]#[N:14].[O:17]1CC[CH2:19][CH2:18]1>>[Br:7][C:8]1[N:9]([CH2:19][C:18]([O:2][CH2:3][CH3:4])=[O:17])[C:10]([Br:16])=[C:11]([Br:15])[C:12]=1[C:13]#[N:14] |^1:0|. Reported procedure: Potassium! -butoxide (0.75 g, 6.7 mmol) is added in portions at room temperature to a solution of 2,4,5-tribromopyrrole-3-carbonitrile (2.0 g, 6.1 mmol) in anhydrous tetrahydrofuran (20 mL). After 30 minutes, ethyl bromoauetate (1.12 g, 6.7 mmol) is added dropwise and the mixture stirred for 4-5 hours at room temperature. Work-up as described in Example 15 gives the product as white solid (0.42 g); mp 140°-143° C.